From a dataset of the Open Reaction Database (ORD), a public repository of structured organic reaction records. describe an organic reaction: reactants, conditions, products, and yield Starting materials: CN(C1=CC=CC=C1)C=O (N-methylformanilide), CC1=CC=C(C=C1)N1N=C2C3=C(CCC2=CC1=O)SC=C3 (2-(4-methylphenyl)-5,6-dihydrothieno-[2,3-h]cinnolin-3(2H)-one). Solvent: O(Cl)Cl (oxychloride). Yields the product OCC1=CC2=C(CCC3=CC(N(N=C23)C2=CC=C(C=C2)C)=O)S1 (8-hydroxymethyl-2-(4-methylphenyl)-5,6-dihydrothieno-[2,3-h]cinnolin3(2H)-one). Isolated yield 9.1%. RXN SMILES: CN([CH:9]=[O:10])C1C=CC=CC=1.[CH3:11][C:12]1[CH:17]=[CH:16][C:15]([N:18]2[C:27](=[O:28])[CH:26]=[C:25]3[C:20]([C:21]4[CH:31]=[CH:30][S:29][C:22]=4[CH2:23][CH2:24]3)=[N:19]2)=[CH:14][CH:13]=1>O(Cl)Cl>[OH:10][CH2:9][C:30]1[S:29][C:22]2[CH2:23][CH2:24][C:25]3[C:20]([C:21]=2[CH:31]=1)=[N:19][N:18]([C:15]1[CH:16]=[CH:17][C:12]([CH3:11])=[CH:13][CH:14]=1)[C:27](=[O:28])[CH:26]=3. Procedure: A mixture of 1.9 g of N-methylformanilide in 1.3 ml of phosphrus oxychloride was stirred at room temperature for an hour and 2.0 g of 2-(4-methylphenyl)-5,6-dihydrothieno-[2,3-h]cinnolin-3(2H)-one was added thereto. After stirring at room temperature for 10 hours, the mixture was poured into ice-cold water and extracted with chloroform. The extract was washed with water, dried over anhydrous magnesium sulfate and concentrated in vacuo. The residue was dissolved in methanol and 1.0 g of sodium bo... Starting materials: aqueous solution, aqueous solution, [OH-].[Na+] (NaOH), FC1=C(C(=O)OC)C=CC(=C1)C1=NOC(=N1)C1=CC(=C(C=C1)N1C(CCCC1)C)COC (methyl 2-fluoro-4-{5-[3-(methoxymethyl)-4-(2-methylpiperidin-1-yl)phenyl]-1,2,4-oxadiazol-3-yl}benzoate), Cl (HCl). The solvent is CO (MeOH), O (water). Conditions: time 30 minute. Product: FC1=C(C(=O)O)C=CC(=C1)C1=NOC(=N1)C1=CC(=C(C=C1)N1C(CCCC1)C)COC (2-fluoro-4-{5-[3-(methoxymethyl)-4-(2-methylpiperidin-1-yl)phenyl]-1,2,4-oxadiazol-3-yl}benzoic acid). RXN SMILES: [OH-].[Na+].[F:3][C:4]1[CH:13]=[C:12]([C:14]2[N:18]=[C:17]([C:19]3[CH:24]=[CH:23][C:22]([N:25]4[CH2:30][CH2:29][CH2:28][CH2:27][CH:26]4[CH3:31])=[C:21]([CH2:32][O:33][CH3:34])[CH:20]=3)[O:16][N:15]=2)[CH:11]=[CH:10][C:5]=1[C:6]([O:8]C)=[O:7].Cl>CO.O>[F:3][C:4]1[CH:13]=[C:12]([C:14]2[N:18]=[C:17]([C:19]3[CH:24]=[CH:23][C:22]([N:25]4[CH2:30][CH2:29][CH2:28][CH2:27][CH:26]4[CH3:31])=[C:21]([CH2:32][O:33][CH3:34])[CH:20]=3)[O:16][N:15]=2)[CH:11]=[CH:10][C:5]=1[C:6]([OH:8])=[O:7] |f:0.1|. Reported procedure: A 5N aqueous solution of NaOH (0.52 mL, 2.62 mmol) was added to a suspension of methyl 2-fluoro-4-{5-[3-(methoxymethyl)-4-(2-methylpiperidin-1-yl)phenyl]-1,2,4-oxadiazol-3-yl}benzoate (230 mg, 0.52 mmol, obtained in Example 113) in MeOH (5 mL). The resulting mixture was stirred at RT for 30 minutes. The reaction mixture was acidified with a 1N aqueous solution of HCl until pH=4 and diluted with water. The precipitate was filtered off, washed with water (3×) and dried under reduced pressure to gi...